This data is from the Open Reaction Database (ORD), a public repository of structured organic reaction records. The task is: describe an organic reaction: reactants, conditions, products, and yield Reactants: CO, Cc1ccc(S(=O)(=O)n2ccc3c(-c4c(-c5ccc(F)cc5)nc5ccc(N6CCC(N7CCCC7)CC6)nn45)ccnc32)cc1, [Na+], C1CCOC1, [OH-]. Product: Fc1ccc(-c2nc3ccc(N4CCC(N5CCCC5)CC4)nn3c2-c2ccnc3[nH]ccc23)cc1. Reaction SMILES: [CH3:49][OH:50].[F:1][c:2]1[cH:3][cH:4][c:5](-[c:8]2[n:9][c:10]3[n:11]([n:12][c:13]([N:16]4[CH2:17][CH2:18][CH:19]([N:22]5[CH2:23][CH2:24][CH2:25][CH2:26]5)[CH2:20][CH2:21]4)[cH:14][cH:15]3)[c:27]2-[c:28]2[c:29]3[c:30]([n:31][cH:32][cH:33]2)[n:34]([S:37]([c:38]2[cH:39][cH:40][c:41]([CH3:42])[cH:43][cH:44]2)(=[O:45])=[O:46])[cH:35][cH:36]3)[cH:6][cH:7]1.[Na+:48].[O:51]1[CH2:52][CH2:53][CH2:54][CH2:55]1.[OH-:47]>>[F:1][c:2]1[cH:3][cH:4][c:5](-[c:8]2[n:9][c:10]3[n:11]([n:12][c:13]([N:16]4[CH2:17][CH2:18][CH:19]([N:22]5[CH2:23][CH2:24][CH2:25][CH2:26]5)[CH2:20][CH2:21]4)[cH:14][cH:15]3)[c:27]2-[c:28]2[c:29]3[c:30]([n:31][cH:32][cH:33]2)[nH:34][cH:35][cH:36]3)[cH:6][cH:7]1. Reactants: CO, COC=O, COC(=O)C1OC1C1CC1, [N-]=[N+]=[N-], [Na+], O. The product is COC(=O)C(O)C(N=[N+]=[N-])C1CC1. RXN SMILES: [CH3:20][OH:21].[CH:11]([O:12][CH3:13])=[O:14].[CH:1]1([CH:4]2[CH:5]([C:6](=[O:7])[O:8][CH3:9])[O:10]2)[CH2:2][CH2:3]1.[N-:16]=[N+:17]=[N-:18].[Na+:15].[OH2:19]>>[CH:1]1([CH:4]([CH:5]([C:6](=[O:7])[O:8][CH3:9])[OH:10])[N:16]=[N+:17]=[N-:18])[CH2:2][CH2:3]1. The reactants are O=Cc1cccc(Br)c1, O=C([O-])[O-], Cc1cccc(C)c1O, Cc1cccc(C)c1, [K+], [K+], c1ccncc1. Yields the product Cc1cccc(C)c1Oc1cccc(C=O)c1. As a reaction SMILES: [Br:1][c:2]1[cH:3][c:4]([CH:5]=[O:6])[cH:7][cH:8][cH:9]1.[C:19](=[O:20])([O-:21])[O-:22].[CH3:10][c:11]1[c:12]([OH:18])[c:13]([CH3:17])[cH:14][cH:15][cH:16]1.[CH3:31][c:32]1[cH:33][c:34]([CH3:35])[cH:36][cH:37][cH:38]1.[K+:23].[K+:24].[cH:25]1[cH:26][cH:27][n:28][cH:29][cH:30]1>>[c:2]1([O:18][c:12]2[c:11]([CH3:10])[cH:16][cH:15][cH:14][c:13]2[CH3:17])[cH:3][c:4]([CH:5]=[O:6])[cH:7][cH:8][cH:9]1. The reactants are CCCCN1CC=C(c2ccccc2C2CC(C)(C)CC(C)(C)C2)CC1, CO, Cl. Product: CCCCN1CCC(c2ccccc2C2CC(C)(C)CC(C)(C)C2)CC1, Cl. Reaction SMILES: [CH2:2]([CH2:3][CH2:4][CH3:5])[N:6]1[CH2:7][CH2:8][C:9]([c:12]2[c:13]([CH:18]3[CH2:19][C:20]([CH3:26])([CH3:27])[CH2:21][C:22]([CH3:24])([CH3:25])[CH2:23]3)[cH:14][cH:15][cH:16][cH:17]2)=[CH:10][CH2:11]1.[CH3:28][OH:29].[ClH:1]>>[CH2:2]([CH2:3][CH2:4][CH3:5])[N:6]1[CH2:7][CH2:8][CH:9]([c:12]2[c:13]([CH:18]3[CH2:19][C:20]([CH3:26])([CH3:27])[CH2:21][C:22]([CH3:24])([CH3:25])[CH2:23]3)[cH:14][cH:15][cH:16][cH:17]2)[CH2:10][CH2:11]1.[ClH:1]. The reactants are S(=O)(=O)(Cl)Cl (sulfuryl chloride), COC1=CC=C2CCC(NC2=C1)=O (7-methoxy-3,4-dihydrocarbostyril), ice water. Run in C(C)(=O)O (acetic acid), C(C)(=O)O (acetic acid). Run at time 8 hour. The product is ClC=1C=C2CCC(NC2=CC1OC)=O (6-chloro-7-methoxy-3,4-dihydrocarbostyril). As a reaction SMILES: [CH3:1][O:2][C:3]1[CH:12]=[C:11]2[C:6]([CH2:7][CH2:8][C:9](=[O:13])[NH:10]2)=[CH:5][CH:4]=1.S(Cl)([Cl:17])(=O)=O>C(O)(=O)C>[Cl:17][C:4]1[CH:5]=[C:6]2[C:11](=[CH:12][C:3]=1[O:2][CH3:1])[NH:10][C:9](=[O:13])[CH2:8][CH2:7]2. Procedure: 35.4 Grams of 7-methoxy-3,4-dihydrocarbostyril are dissolved in 300 ml of acetic acid. This solution is stirred under ice-cooling conditions, and 100 ml of acetic acid solution containing 27 g of sulfuryl chloride are added dropwise and allowed to stand overnight. The reaction mixture is poured into 1 liter of ice-water and the precipitate thus formed is separated by filtration, washed with water and dried. Recrystallization from methanol obtains 30 g of 6-chloro-7-methoxy-3,4-dihydrocarbostyril... Reactants: NC=1C(=C2N=CC=NC2=CC1)Br (6-amino-5-bromo quinoxaline), N1C(=NCC1)S(=O)(=O)O (imidazoline-2-sulfonic acid). The solvent is C(C(C)C)O (isobutanol). Yields the product BrC1=C2N=CC=NC2=CC=C1NC=1NCCN1 (5-Bromo-6-(2-imidazolin-2-ylamino)-quinoxaline). Isolated yield 61.0%. RXN SMILES: [NH2:1][C:2]1[C:3]([Br:12])=[C:4]2[C:9](=[CH:10][CH:11]=1)[N:8]=[CH:7][CH:6]=[N:5]2.[NH:13]1[CH2:17][CH2:16][N:15]=[C:14]1S(O)(=O)=O>C(O)C(C)C>[Br:12][C:3]1[C:2]([NH:1][C:14]2[NH:15][CH2:16][CH2:17][N:13]=2)=[CH:11][CH:10]=[C:9]2[C:4]=1[N:5]=[CH:6][CH:7]=[N:8]2. Procedure details: A mixture of 6-amino-5-bromo quinoxaline (prepared using the method reported by Danielewicz U.S. Pat. No. 3,890,319) (0.224 g, 2 mmol), imidazoline-2-sulfonic acid (0.30 g, 2 mmol) and isobutanol (3 ml) was heated to 125° C. and maintained at this temperature for 16 hours. The mixture was then cooled to room temperature and concentrated in vacuo to give a brown residue which was chromatographed (silica gel, 9:1 CHCl3 /CH3OH saturated with NH3 (g)) to yield 0.177 g (a yield of 61%) of the title c... Reactants: N[C@@H]1CC[C@H](CC1)CCN1C(COC2=C1C=C(C=C2)OC)=O (4-[2-(Trans-4-aminocyclohexyl)ethyl]-6-methoxy-2H-1,4-benzoxazin-3(4H)-one), N[C@@H]1CC[C@H](CC1)CCN1C(COC2=C1C=C(C=C2)OC)=O (4-[2-(Trans-4-aminocyclohexyl)ethyl]-6-methoxy-2H-1,4-benzoxazin-3(4H)-one), O=C1NC2=C(OC1)C=CC(=N2)C=O (3-oxo-3,4-dihydro-2H-pyrido[3,2-b][1,4]oxazine-6-carbaldehyde), C(#N)[BH3-].[Na+] (sodium cyanoborohydride). RXN SMILES: [NH2:1][C@H:2]1[CH2:7][CH2:6][C@H:5]([CH2:8][CH2:9][N:10]2[C:15]3[CH:16]=[C:17]([O:20][CH3:21])[CH:18]=[CH:19][C:14]=3[O:13][CH2:12][C:11]2=[O:22])[CH2:4][CH2:3]1.[O:23]=[C:24]1[CH2:29][O:28][C:27]2[CH:30]=[CH:31][C:32]([CH:34]=O)=[N:33][C:26]=2[NH:25]1.C([BH3-])#N.[Na+]>>[CH3:21][O:20][C:17]1[CH:18]=[CH:19][C:14]2[O:13][CH2:12][C:11](=[O:22])[N:10]([CH2:9][CH2:8][C@H:5]3[CH2:6][CH2:7][C@H:2]([NH:1][CH2:34][C:32]4[CH:31]=[CH:30][C:27]5[O:28][CH2:29][C:24](=[O:23])[NH:25][C:26]=5[N:33]=4)[CH2:3][CH2:4]3)[C:15]=2[CH:16]=1 |f:2.3|. Isolated yield 13.6%. Product: COC=1C=CC2=C(N(C(CO2)=O)CC[C@@H]2CC[C@H](CC2)NCC=2C=CC=3OCC(NC3N2)=O)C1 (6-[({trans-4-[2-(6-Methoxy-3-oxo-2,3-dihydro-4H-1,4-benzoxazin-4-yl)ethyl]cyclohexyl}amino)methyl]-2H-pyrido[3,2-b][1,4]oxazin-3(4H)-one). Procedure: 4-[2-(Trans-4-aminocyclohexyl)ethyl]-6-methoxy-2H-1,4-benzoxazin-3(4H)-one (Intermediate 74) (310 mg, 1.73 mmol), 3-oxo-3,4-dihydro-2H-pyrido[3,2-b][1,4]oxazine-6-carbaldehyde (WO 2004/058144) (1.73 mmol) and sodium cyanoborohydride were reacted as described under Example 21 to give 110 mg (24%) product. Starting materials: solution, C1S(CCN2C1C(NCC2)=O)(=O)=O (Hexahydropyrazino[2,1-c][1,4]thiazin-9(6H)-one 2,2-dioxide), Cl (Hydrochloric acid). The solvent is C1CCOC1 (THF), C1CCOC1 (THF). Reaction conditions: temperature 50 celsius, time 12 hour. The product is C1S(CCN2C1CNCC2)(=O)=O (Octahydropyrazino[2,1-c][1,4]thiazine 2,2-dioxide). Yield: 111.6%. As a reaction SMILES: [CH2:1]1[CH:6]2[C:7](=O)[NH:8][CH2:9][CH2:10][N:5]2[CH2:4][CH2:3][S:2]1(=[O:13])=[O:12].Cl>C1COCC1>[CH2:1]1[CH:6]2[CH2:7][NH:8][CH2:9][CH2:10][N:5]2[CH2:4][CH2:3][S:2]1(=[O:13])=[O:12]. Procedure details: To a suspension of hexahydropyrazino[2,1-c][1,4]thiazin-9(6H)-one 2,2-dioxide (D18; 165 mg, 0.81 mmol) in 1 ml of anhydrous THF were added successive aliquots of a 1M solution of borane THF complex in THF (total 20.4 ml, 20.4 mmol) and the reaction stirred at room temperature and 50° C., until disappearance of the starting material. Hydrochloric acid (5M, 2 ml) was added to the solution and stirring was continued at 50° C. for 12 h. The solvent was removed under reduced pressure and the residue ...